Dataset: the Open Reaction Database (ORD), a public repository of structured organic reaction records. Task: describe an organic reaction: reactants, conditions, products, and yield The reactants are C1COCCO1, CO, C[O-], Nc1nc(-c2ccco2)c(-c2ccc(Cl)nc2)s1, [Na+]. Yields the product COc1ccc(-c2sc(N)nc2-c2ccco2)cn1. RXN SMILES: [CH2:24]1[O:25][CH2:26][CH2:27][O:28][CH2:29]1.[CH3:19][OH:20].[CH3:21][O-:22].[NH2:1][c:2]1[s:3][c:4](-[c:12]2[cH:13][cH:14][c:15]([Cl:18])[n:16][cH:17]2)[c:5](-[c:7]2[o:8][cH:9][cH:10][cH:11]2)[n:6]1.[Na+:23]>>[NH2:1][c:2]1[s:3][c:4](-[c:12]2[cH:13][cH:14][c:15]([O:20][CH3:19])[n:16][cH:17]2)[c:5](-[c:7]2[o:8][cH:9][cH:10][cH:11]2)[n:6]1.